From a dataset of the Open Reaction Database (ORD), a public repository of structured organic reaction records. describe an organic reaction: reactants, conditions, products, and yield Reactants: C(C1=CC=CC=C1)OC1=C(C=C(C(=C1[N+](=O)[O-])F)F)F (2-benzyloxy-1,4,5-trifluoro-3-nitrobenzene), [Cl-].[NH4+] (ammonium chloride), C(C)O (ethanol). Reagents/catalysts: [Zn] (zinc). The solvent is O (water). Reaction conditions: temperature 60 celsius. Product: C(C1=CC=CC=C1)OC1=C(C(=C(C=C1F)F)F)N (2-Benzyloxy-3,5,6-trifluorophenylamine). Reaction SMILES: [CH2:1]([O:8][C:9]1[C:14]([N+:15]([O-])=O)=[C:13]([F:18])[C:12]([F:19])=[CH:11][C:10]=1[F:20])[C:2]1[CH:7]=[CH:6][CH:5]=[CH:4][CH:3]=1.[Cl-].[NH4+].C(O)C>[Zn].O>[CH2:1]([O:8][C:9]1[C:10]([F:20])=[CH:11][C:12]([F:19])=[C:13]([F:18])[C:14]=1[NH2:15])[C:2]1[CH:3]=[CH:4][CH:5]=[CH:6][CH:7]=1 |f:1.2|. Reported procedure: A round bottom flask containing 2-benzyloxy-1,4,5-trifluoro-3-nitrobenzene (0.44 g, 1.54 mmol), zinc dust (0.50 g, 7.71 mmol) and solid ammonium chloride (0.17 g, 3.08 mmol) is added a mixture of ethanol and water (2:1 ratio, 15 mL total). The resulting slurry is heated at 60° C. for 90 min. The mixture is filtered, washed with methanol and the filtrate is concentrated. The residue is extracted twice with EtOAc and water, dried over MgSO4 and concentrated. The crude product is used directly in t... The reactants are CC(C)=CCCC(C)=CCBr, CCOC(=O)CC(=O)C(OCC)OCC, CC(C)=CCCC(C)=CCO. Yields the product CCOC(OCC)C(=O)CCC=C(C)CCC=C(C)C. Reaction SMILES: [CH2:1]([CH:2]=[C:3]([CH3:4])[CH2:5][CH2:6][CH:7]=[C:8]([CH3:9])[CH3:10])[Br:11].[CH2:23]([CH3:24])[O:25][CH:26]([C:27]([CH2:28][C:29]([O:30][CH2:31][CH3:32])=[O:33])=[O:34])[O:35][CH2:36][CH3:37].[CH3:12][C:13](=[CH:14][CH2:15][CH2:16][C:17](=[CH:18][CH2:19][OH:20])[CH3:21])[CH3:22]>>[CH2:1]([CH:2]=[C:3]([CH3:4])[CH2:5][CH2:6][CH:7]=[C:8]([CH3:9])[CH3:10])[CH2:28][C:27]([CH:26]([O:25][CH2:23][CH3:24])[O:35][CH2:36][CH3:37])=[O:34]. The reactants are OBO, O=C(c1ccc(Br)cc1F)N1CCCC1CN1CCCC1, FC(F)(F)c1ccccc1. Product: O=C(c1ccc(-c2cccc(C(F)(F)F)c2)cc1F)N1CCCC1CN1CCCC1. Reaction SMILES: [BH:22]([OH:23])[OH:24].[Br:1][c:2]1[cH:3][c:4]([F:21])[c:5]([C:8](=[O:9])[N:10]2[CH:11]([CH2:15][N:16]3[CH2:17][CH2:18][CH2:19][CH2:20]3)[CH2:12][CH2:13][CH2:14]2)[cH:6][cH:7]1.[F:25][C:26]([c:27]1[cH:28][cH:29][cH:30][cH:31][cH:32]1)([F:33])[F:34]>>[c:2]1(-[c:31]2[cH:30][cH:29][cH:28][c:27]([C:26]([F:25])([F:33])[F:34])[cH:32]2)[cH:3][c:4]([F:21])[c:5]([C:8](=[O:9])[N:10]2[CH:11]([CH2:15][N:16]3[CH2:17][CH2:18][CH2:19][CH2:20]3)[CH2:12][CH2:13][CH2:14]2)[cH:6][cH:7]1. Starting materials: ClC(C=O)(CCl)Cl (2,2,3-trichloropropionaldehyde), C(=O)N (formamide). Run at time 30 minute. The product is OC(C(CCl)(Cl)Cl)NC=O (N-(1-hydroxy-2,2,3-trichloro-n-propyl)-formamide). Yield: 82.4%. Reaction SMILES: [Cl:1][C:2]([Cl:7])([CH2:5][Cl:6])[CH:3]=[O:4].[CH:8]([NH2:10])=[O:9]>>[OH:4][CH:3]([NH:10][CH:8]=[O:9])[C:2]([Cl:7])([Cl:1])[CH2:5][Cl:6]. Reported procedure: A mixture consisting of 16.2 gm of 2,2,3-trichloropropionaldehyde and 4.5 gm of formamide was stirred on a boiling water bath for 30 minutes. Recrystallization of the reaction product from benzene yielded 17 gm of the desired compound, m.p. 105°-109° C. The reactants are C(CCC)[Li] (n-butyl lithium), N(=NC(=O)OC(C)(C)C)C(=O)OC(C)(C)C (di-t-butyl azodicarboxylate), C(C)(C)NC(C)C (diisopropylamine), [Cl-].[NH4+] (ammonium chloride), C1(=CC=CC=C1)N1C(CCC2=CC=CC=C12)=O (1-phenyl-3,4-dihydroquinolin-2 (1H)-one). Run in CCCCCC (hexane), O1CCCC1 (tetrahydrofuran), O1CCCC1 (tetrahydrofuran), O1CCCC1 (tetrahydrofuran). Run at temperature -78 celsius, time 20 minute. Yields the product C(C)(C)(C)OC(=O)N(NC(=O)OC(C)(C)C)C1C(N(C2=CC=CC=C2C1)C1=CC=CC=C1)=O (1,2-di(t-butoxycarbonyl)-1-(1-phenyl-3,4-dihydro-quinolin-2 (1H)-on-3-yl)-hydrazine). The yield is 69.4%. Reaction SMILES: C(NC(C)C)(C)C.C([Li])CCC.[C:13]1([N:19]2[C:28]3[C:23](=[CH:24][CH:25]=[CH:26][CH:27]=3)[CH2:22][CH2:21][C:20]2=[O:29])[CH:18]=[CH:17][CH:16]=[CH:15][CH:14]=1.[N:30]([C:39]([O:41][C:42]([CH3:45])([CH3:44])[CH3:43])=[O:40])=[N:31][C:32]([O:34][C:35]([CH3:38])([CH3:37])[CH3:36])=[O:33].[Cl-].[NH4+]>O1CCCC1.CCCCCC>[C:42]([O:41][C:39]([N:30]([CH:21]1[CH2:22][C:23]2[C:28](=[CH:27][CH:26]=[CH:25][CH:24]=2)[N:19]([C:13]2[CH:14]=[CH:15][CH:16]=[CH:17][CH:18]=2)[C:20]1=[O:29])[NH:31][C:32]([O:34][C:35]([CH3:38])([CH3:37])[CH3:36])=[O:33])=[O:40])([CH3:45])([CH3:44])[CH3:43] |f:4.5|. Procedure details: To a solution of 0.45 g (0.00448 mole) of diisopropylamine dissolved in 20 ml of tetrahydrofuran was added dropwise 2.6 ml (0.00448 mole) of n-butyl lithium (a 1.6M hexane solution) at 0° C., and the mixture was stirred for 20 minutes. After the mixture was cooled to -78° C., to the mixture was added dropwise a solution of 1.00 g (0.00448 mole) of 1-phenyl-3,4-dihydroquinolin-2 (1H)-one dissolved in 10 ml of tetrahydrofuran, and the mixture was stirred at the same temperature for 30 minutes. Nex... The reactants are C(C)(=O)NNC1=C(C=C(C=C1)Cl)Cl (1-acetyl-2-(2,4-dichlorophenyl)hydrazine), P(=O)(Cl)(Cl)Cl (phosphorus oxychloride). Run in C1(=CC=CC=C1)C (toluene), C1(=CC=CC=C1)C (toluene). Conditions: temperature 110 celsius, time 30 minute. Yields the product ClC1=C(C=CC(=C1)Cl)NN=C(C)Cl (N-(2,4-dichlorophenyl)ethane-hydrazonoyl chloride). The yield is 78.5%. Reaction SMILES: [C:1]([NH:4][NH:5][C:6]1[CH:11]=[CH:10][C:9]([Cl:12])=[CH:8][C:7]=1[Cl:13])(=O)[CH3:2].P(Cl)(Cl)([Cl:16])=O>C1(C)C=CC=CC=1>[Cl:13][C:7]1[CH:8]=[C:9]([Cl:12])[CH:10]=[CH:11][C:6]=1[NH:5][N:4]=[C:1]([Cl:16])[CH3:2]. Reported procedure: A solution of 25.0 grams (0.1142 mole) of 1-acetyl-2-(2,4-dichlorophenyl)-hydrazine (2) in 120 grams of toluene was stirred, and 17.7 grams (0.1142 mole) of phosphorus oxychloride was added portionwise. Upon completion of addition the reaction mixture was warmed to about 110° C. where it stirred for about 30 minutes. GC analysis of the reaction mixture after this time indicated the reaction was complete. An additional 100 grams of toluene was added to the reaction mixture, and the solution was d...